Dataset: the Open Reaction Database (ORD), a public repository of structured organic reaction records. Task: describe an organic reaction: reactants, conditions, products, and yield The reactants are BrC=1C=C(C(=NC1)CCCN1N=NC=2C1=NC=C(C2)CC=2C=NC=CC2)C (3-[3-(5-Bromo-3-methylpyrid-2-yl)propyl]-6-(3-pyridylmethyl)-3H-1,2,3-triazolo[5,4-b]pyridine), [OH-].[NH4+] (ammonium hydroxide), polyphosphoric acid, O (water). The solvent is C(Cl)(Cl)Cl (chloroform). The product is BrC=1C=C(C(=NC1)CCCNC1=NC=C(C=C1O)CC=1C=NC=CC1)C (2-[3-(5-Bromo-3-methylpyrid-2-yl)-propylamino]-3-hydroxy-5-(pyrid-3-ylmethyl)pyridine). Reaction SMILES: [Br:1][C:2]1[CH:3]=[C:4]([CH3:27])[C:5]([CH2:8][CH2:9][CH2:10][N:11]2[C:15]3=[N:16][CH:17]=[C:18]([CH2:20][C:21]4[CH:22]=[N:23][CH:24]=[CH:25][CH:26]=4)[CH:19]=[C:14]3N=N2)=[N:6][CH:7]=1.[OH2:28].[OH-].[NH4+]>C(Cl)(Cl)Cl>[Br:1][C:2]1[CH:3]=[C:4]([CH3:27])[C:5]([CH2:8][CH2:9][CH2:10][NH:11][C:15]2[C:14]([OH:28])=[CH:19][C:18]([CH2:20][C:21]3[CH:22]=[N:23][CH:24]=[CH:25][CH:26]=3)=[CH:17][N:16]=2)=[N:6][CH:7]=1 |f:2.3|. Procedure details: 3-[3-(5-Bromo-3-methylpyrid-2-yl)propyl]-6-(3-pyridylmethyl)-3H-1,2,3-triazolo[5,4-b]pyridine (2.68 g) was added in portions over 15 minutes to hot (190°-200° C.) stirred polyphosphoric acid (10.45 g). The stirred reaction was heated at 190°-200° C. for a further 45 minutes, water (20 ml) was added to the hot reaction mixture, the solution was neutralised with concentrated ammonium hydroxide and allowed to cool. The pH was then raised to 10, chloroform extraction of the aqueous mixture gave a br...